From a dataset of the Open Reaction Database (ORD), a public repository of structured organic reaction records. describe an organic reaction: reactants, conditions, products, and yield RXN SMILES: [Br:29][N:30]1[C:31](=[O:32])[CH2:33][CH2:34][C:35]1=[O:36].[CH3:53][OH:54].[Cl:49][CH:50]([Cl:51])[Cl:52].[ClH:28].[N+:14](=[O:15])([O-:16])[c:17]1[cH:18][c:19]([C:20](=[O:21])[O:22][CH3:23])[c:24]([CH3:27])[cH:25][cH:26]1.[N+:1]([c:2]1[cH:3][c:4]([C:9]([OH:10])=[O:11])[c:5]([CH3:6])[cH:7][cH:8]1)([O-:12])=[O:13].[N:37]#[C:38][C:39]([N:40]=[N:41][C:42]([C:43]#[N:44])([CH3:45])[CH3:46])([CH3:47])[CH3:48]>>[N+:14](=[O:15])([O-:16])[c:17]1[cH:18][c:19]([C:20](=[O:21])[O:22][CH3:23])[c:24]([CH2:27][Br:29])[cH:25][cH:26]1. Product: COC(=O)c1cc([N+](=O)[O-])ccc1CBr. Starting materials: O=C1CCC(=O)N1Br, CO, ClC(Cl)Cl, Cl, COC(=O)c1cc([N+](=O)[O-])ccc1C, Cc1ccc([N+](=O)[O-])cc1C(=O)O, CC(C)(C#N)N=NC(C)(C)C#N. Starting materials: C(C)(C)(C)OC(=O)N([C@@H](C)C(=O)O)C1=C(C=CC=C1)CN ((S)—N-t-butyloxycarbonyl(2-aminomethylphenyl)alanine), CN(C=O)C (N,N-dimethylformamide), ON1N=NC2=C1N=CC=C2 (1-hydroxy-7-azabenzotriazole), Cl.CN(CCCN=C=NCC)C (1-[3-(dimethylamino)propyl]-3-ethylcarbodiimide hydrochloride). Solvent: ClCCl (dichloromethane). Reaction conditions: time 1 hour. Yields the product C(C)(C)(C)OC(=O)N[C@@H]1C(NCC2=C(C1)C=CC=C2)=O ((S)-4-(t-butyloxycarbonylamino)-2,3,4,5-tetrahydro-2-benzazepin-3(1H)-one). RXN SMILES: [C:1]([O:5][C:6]([N:8]([C:14]1[CH:19]=[CH:18][CH:17]=[CH:16][C:15]=1CN)[C@H](C(O)=O)C)=[O:7])([CH3:4])([CH3:3])[CH3:2].CN(C)C=[O:25].ON1C2N=CC=CC=2N=N1.Cl.CN(C)[CH2:40][CH2:41][CH2:42][N:43]=[C:44]=NCC>ClCCl>[C:1]([O:5][C:6]([NH:8][C@H:14]1[CH2:15][C:16]2[CH:17]=[CH:18][CH:19]=[CH:40][C:41]=2[CH2:42][NH:43][C:44]1=[O:25])=[O:7])([CH3:4])([CH3:3])[CH3:2] |f:3.4|. Procedure details: A mixture of (S)—N-t-butyloxycarbonyl(2-aminomethylphenyl)alanine (353 mg), N,N-dimethylformamide (10 mL), dichloromethane (50 mL), 1-hydroxy-7-azabenzotriazole (252 mg), and 1-[3-(dimethylamino)propyl]-3-ethylcarbodiimide hydrochloride (180 mg) was stirred at room temperature for 1 h. The solvent was removed under vacuum and the residue was dissolved ethyl acetate (100 mL). This solution was washed sequentially with 1.0 M aqueous hydrochloric acid (50 mL twice), 1.0 M aqueous sodium hydroxide (... The reactants are OC1(CC2=C(CC3=C1C=CC=C3)C=C(C=C2)OC)CC(=O)OCC (ethyl (±)-10,11-dihydro-10-hydroxy-3-methoxy-5H-dibenzo [a,d]cycloheptene-10-acetate), Cl (HCl). Reagents/catalysts: [Pd] (Pd/C). Solvent: CC(=O)O (AcOH). Run at time 6 hour. The product is COC=1C=CC2=C(CC3=C(C(C2)CC(=O)OCC)C=CC=C3)C1 (Ethyl (±)-10,11-dihydro-3-methoxy-5H-dibenzo[a,d]cycloheptene-10-acetate). The yield is 91.3%. As a reaction SMILES: O[C:2]1([CH2:19][C:20]([O:22][CH2:23][CH3:24])=[O:21])[C:8]2[CH:9]=[CH:10][CH:11]=[CH:12][C:7]=2[CH2:6][C:5]2[CH:13]=[C:14]([O:17][CH3:18])[CH:15]=[CH:16][C:4]=2[CH2:3]1.Cl>CC(O)=O.[Pd]>[CH3:18][O:17][C:14]1[CH:15]=[CH:16][C:4]2[CH2:3][CH:2]([CH2:19][C:20]([O:22][CH2:23][CH3:24])=[O:21])[C:8]3[CH:9]=[CH:10][CH:11]=[CH:12][C:7]=3[CH2:6][C:5]=2[CH:13]=1. Procedure details: 10% Pd/C (242 mg, 0.23 mmol) was added to a solution of ethyl (±)-10,11-dihydro-10-hydroxy-3-methoxy-5H-dibenzo [a,d]cycloheptene-10-acetate (741.1 mg, 2.27 mmol) and conc. HCl (0.19 mL, 2.27 mmol) in glacial AcOH (23 mL), and the mixture was shaken on a Parr apparatus at RT under H2 (50 psi). After 6 h, the reaction was filtered through celite®, and the filter pad was washed with EtOAc. The filtrate was concentrated, and the residue was reconcentrated from toluene. The resulting faintly yellow,...